From a dataset of the Open Reaction Database (ORD), a public repository of structured organic reaction records. describe an organic reaction: reactants, conditions, products, and yield The reactants are NC=1SC(=CC1C(=O)N)C1=CC=C(C=C1)C1(COC1)F (2-Amino-5-[4-(3-fluorooxetan-3-yl)phenyl]thiophene-3-carboxamide), BrC1=CC=CC(=N1)COCC(C)(O)C (1-[(6-Bromopyridin-2-yl)methoxy]-2-methylpropan-2-ol), C(=O)([O-])[O-].[K+].[K+] (K2CO3), CC(C)C1=CC(=C(C(=C1)C(C)C)C2=C(C=CC=C2)P(C3CCCCC3)C4CCCCC4)C(C)C (X-Phos), C(C)(C)(CC)O (tert-amyl alcohol). Reagents/catalysts: C=1C=CC(=CC1)/C=C/C(=O)/C=C/C2=CC=CC=C2.C=1C=CC(=CC1)/C=C/C(=O)/C=C/C2=CC=CC=C2.C=1C=CC(=CC1)/C=C/C(=O)/C=C/C2=CC=CC=C2.[Pd].[Pd] (Pd2dba3). Reaction conditions: temperature 100 celsius, time 8 hour. Product: FC1(COC1)C1=CC=C(C=C1)C1=CC(=C(S1)NC1=NC(=CC=C1)COCC(C)(C)O)C(=O)N (5-[4-(3-Fluorooxetan-3-yl)phenyl]-2-({6-[(2-hydroxy-2-methylpropoxy)methyl]pyridin-2-yl}amino)thiophene-3-carboxamide). Reaction SMILES: [NH2:1][C:2]1[S:3][C:4]([C:10]2[CH:15]=[CH:14][C:13]([C:16]3([F:20])[CH2:19][O:18][CH2:17]3)=[CH:12][CH:11]=2)=[CH:5][C:6]=1[C:7]([NH2:9])=[O:8].Br[C:22]1[N:27]=[C:26]([CH2:28][O:29][CH2:30][C:31]([CH3:34])([OH:33])[CH3:32])[CH:25]=[CH:24][CH:23]=1.C([O-])([O-])=O.[K+].[K+].CC(C1C=C(C(C)C)C(C2C=CC=CC=2P(C2CCCCC2)C2CCCCC2)=C(C(C)C)C=1)C.C(O)(CC)(C)C>C1C=CC(/C=C/C(/C=C/C2C=CC=CC=2)=O)=CC=1.C1C=CC(/C=C/C(/C=C/C2C=CC=CC=2)=O)=CC=1.C1C=CC(/C=C/C(/C=C/C2C=CC=CC=2)=O)=CC=1.[Pd].[Pd]>[F:20][C:16]1([C:13]2[CH:14]=[CH:15][C:10]([C:4]3[S:3][C:2]([NH:1][C:22]4[CH:23]=[CH:24][CH:25]=[C:26]([CH2:28][O:29][CH2:30][C:31]([OH:33])([CH3:32])[CH3:34])[N:27]=4)=[C:6]([C:7]([NH2:9])=[O:8])[CH:5]=3)=[CH:11][CH:12]=2)[CH2:17][O:18][CH2:19]1 |f:2.3.4,7.8.9.10.11|. Reported procedure: 2-Amino-5-[4-(3-fluorooxetan-3-yl)phenyl]thiophene-3-carboxamide (88 mg, 0.301 mmol), 1-[(6-bromopyridin-2-yl)methoxy]-2-methylpropan-2-ol (Example 217 Step 1) (78 mg, 0.301 mmol), Pd2dba3 (27.6 mg, 0.030 mmol), K2CO3 (45.8 mg, 0.331 mmol) and X-Phos (71.8 mg, 0.151 mmol) were added to a 5 mL microwave vial. Degassed tert-amyl alcohol (0.6 mL) was added and the vial evacuated and back-filled with N2 (3×). The resulting mixture was stirred at 100° C. overnight. After cooling to room temperature, ... Starting materials: N(=[N+]=[N-])C=1C=CC(=C(C1)C(=O)C1=C(C=C(C=C1)NC1=CC=C(C=C1)C(F)(F)F)Cl)C ((5-Azido-2-methyl-phenyl)-[2-chloro-4-(4-trifluoromethyl-phenylamino)-phenyl]-methanone), NC=1C=CC(=C(C1)C(=O)C1=C(C=C(C=C1)NC1=CC=C(C=C1)OC)Cl)C ((5-Amino-2-methyl-phenyl)-[2-chloro-4-(4-methoxy-phenylamino)-phenyl]-methanone). Yields the product N(=[N+]=[N-])C=1C=CC(=C(C1)C(=O)C1=C(C=C(C=C1)NC1=CC=C(C=C1)OC)Cl)C ((5-Azido-2-methyl-phenyl)-[2-chloro-4-(4-methoxy-phenylamino)-phenyl]-methanone). As a reaction SMILES: [N:1]([C:4]1[CH:5]=[CH:6][C:7]([CH3:30])=[C:8]([C:10]([C:12]2[CH:17]=[CH:16][C:15]([NH:18][C:19]3[CH:24]=[CH:23][C:22](C(F)(F)F)=[CH:21][CH:20]=3)=[CH:14][C:13]=2[Cl:29])=[O:11])[CH:9]=1)=[N+:2]=[N-:3].NC1C=CC(C)=C([C:38](C2C=CC(NC3C=CC(OC)=CC=3)=CC=2Cl)=[O:39])C=1>>[N:1]([C:4]1[CH:5]=[CH:6][C:7]([CH3:30])=[C:8]([C:10]([C:12]2[CH:17]=[CH:16][C:15]([NH:18][C:19]3[CH:24]=[CH:23][C:22]([O:39][CH3:38])=[CH:21][CH:20]=3)=[CH:14][C:13]=2[Cl:29])=[O:11])[CH:9]=1)=[N+:2]=[N-:3]. Reported procedure: The reaction was carried out similarly as described in the preparation of compound 416, using compound 447 (0.08 mmol). The crude product was used without any further purification. Reactants: O=C([O-])[O-], CC(C)N, CS(C)=O, CC(C)OC(=O)N1CCC(Oc2ncnc3c2cnn3-c2ccc(I)cc2F)CC1, I[Cu]I, [K+], [K+], O=C(O)C1CCCN1. The product is CC(C)Nc1ccc(-n2ncc3c(OC4CCN(C(=O)OC(C)C)CC4)ncnc32)c(F)c1. Reaction SMILES: [C:43](=[O:44])([O-:45])[O-:46].[CH3:31][CH:32]([CH3:33])[NH2:34].[CH3:49][S:50]([CH3:51])=[O:52].[CH:1]([CH3:2])([CH3:3])[O:4][C:5](=[O:6])[N:7]1[CH2:8][CH2:9][CH:10]([O:13][c:14]2[c:15]3[c:16]([n:17][cH:18][n:19]2)[n:20](-[c:23]2[c:24]([F:30])[cH:25][c:26]([I:29])[cH:27][cH:28]2)[n:21][cH:22]3)[CH2:11][CH2:12]1.[Cu:53]([I:54])[I:55].[K+:47].[K+:48].[OH:35][C:36]([CH:37]1[NH:38][CH2:39][CH2:40][CH2:41]1)=[O:42]>>[CH:1]([CH3:2])([CH3:3])[O:4][C:5](=[O:6])[N:7]1[CH2:8][CH2:9][CH:10]([O:13][c:14]2[c:15]3[c:16]([n:17][cH:18][n:19]2)[n:20](-[c:23]2[c:24]([F:30])[cH:25][c:26]([NH:34][CH:32]([CH3:31])[CH3:33])[cH:27][cH:28]2)[n:21][cH:22]3)[CH2:11][CH2:12]1. Starting materials: COC=1C=C2CN(CC2=CC1)NC1=CC=NC=C1 (2,3-dihydro-5-methoxy-N-(4-pyridinyl)-1 H-isoindol-2-amine), Br (hydrobromic acid). Run at temperature 10 celsius. Product: Br.N1=CC=C(C=C1)NN1CC2=CC=C(C=C2C1)O (2,3-Dihydro-2-(4-pyridinylamino)-1H-isoindol-5-ol hydrobromide). Yield: 72.0%. RXN SMILES: C[O:2][C:3]1[CH:4]=[C:5]2[C:9](=[CH:10][CH:11]=1)[CH2:8][N:7]([NH:12][C:13]1[CH:18]=[CH:17][N:16]=[CH:15][CH:14]=1)[CH2:6]2.[BrH:19]>>[BrH:19].[N:16]1[CH:15]=[CH:14][C:13]([NH:12][N:7]2[CH2:6][C:5]3[C:9](=[CH:10][CH:11]=[C:3]([OH:2])[CH:4]=3)[CH2:8]2)=[CH:18][CH:17]=1 |f:2.3|. Reported procedure: A solution of 2,3-dihydro-5-methoxy-N-(4-pyridinyl)-1 H-isoindol-2-amine (5.25 g) in 48% hydrobromic acid (35 ml) was heated under reflux for 5 hrs, with stirring. The reaction mixture was cooled to about 10° C. and filtered. The filter cake was washed with cold water and dried under vacuum in an oven at 80° C. to give 4.8 g (72%) of product. The product was recrystallized from water and dried under vacuum at 80° C. to give 3.1 g (46%) of the analytical sample, mp 261-264° C. Starting materials: IC1=CNC2=NC=C(C=C21)Br (3-iodo-5-bromo-1H-pyrrolo[2,3-b]-pyridine), [H-].[Na+] (sodium hydride), O (water), C1(=CC=CC=C1)S(=O)(=O)Cl (benzenesulfonyl chloride). Reagents/catalysts: [Cl-].C(C1=CC=CC=C1)[N+](CC)(CC)CC (benzyltriethylammonium chloride). Solvent: C(Cl)Cl (CH2Cl2). Reaction conditions: time 30 minute. Product: IC1=CN(C2=NC=C(C=C21)Br)S(=O)(=O)C2=CC=CC=C2 (3-iodo-5-bromo-1-(phenylsulfonyl)-1H-pyrrolo[2,3-b]pyridine). The yield is 97.0%. RXN SMILES: [I:1][C:2]1[C:10]2[C:5](=[N:6][CH:7]=[C:8]([Br:11])[CH:9]=2)[NH:4][CH:3]=1.[H-].[Na+].[C:14]1([S:20](Cl)(=[O:22])=[O:21])[CH:19]=[CH:18][CH:17]=[CH:16][CH:15]=1.O>C(Cl)Cl.[Cl-].C([N+](CC)(CC)CC)C1C=CC=CC=1>[I:1][C:2]1[C:10]2[C:5](=[N:6][CH:7]=[C:8]([Br:11])[CH:9]=2)[N:4]([S:20]([C:14]2[CH:19]=[CH:18][CH:17]=[CH:16][CH:15]=2)(=[O:22])=[O:21])[CH:3]=1 |f:1.2,6.7|. Procedure: To a solution of 3-iodo-5-bromo-1H-pyrrolo[2,3-b]-pyridine (500 mg, 1.55 mmol) in CH2Cl2 (4.1 ml) are added 60% sodium hydride (186 mg, 4.66 mmol) and benzyltriethylammonium chloride (8 mg, 0.03 mmol) under argon at 0° C. After 30 minutes, benzenesulfonyl chloride (240 μl, 1.86 mmol) is added at 0° C. and the mixture is stirred at room temperature for 2 hours. The mixture is neutralized with water and extracted several times with CH2Cl2. The organic phases are combined, dried on MgSO4 and concen... Starting materials: COC1=C(C(=CC=C1)OC)C1CCCC(N1)=O (6-(2,6-dimethoxyphenyl)piperidin-2-one), BrCC=1C=C(C=CC1)C1=CC=CC=C1 (3-(bromomethyl)-1,1′-biphenyl). Procedure: Prepared according to the described general procedure 4 (GP4) by reaction of 6-(2,6-dimethoxyphenyl)piperidin-2-one with commercially available 3-(bromomethyl)-1,1′-biphenyl. Subsequent purification by preparative HPLC afforded the target compound. LC-MS (conditions A): tR=0.95 min.; [M+H]+: 402.16 g/mol. The product is C1(=CC(=CC=C1)CN1C(CCCC1C1=C(C=CC=C1OC)OC)=O)C1=CC=CC=C1 (1-([1,1′-biphenyl]-3-ylmethyl)-6-(2,6-dimethoxyphenyl)piperidin-2-one). RXN SMILES: [CH3:1][O:2][C:3]1[CH:8]=[CH:7][CH:6]=[C:5]([O:9][CH3:10])[C:4]=1[CH:11]1[NH:16][C:15](=[O:17])[CH2:14][CH2:13][CH2:12]1.Br[CH2:19][C:20]1[CH:21]=[C:22]([C:26]2[CH:31]=[CH:30][CH:29]=[CH:28][CH:27]=2)[CH:23]=[CH:24][CH:25]=1>>[C:22]1([C:26]2[CH:27]=[CH:28][CH:29]=[CH:30][CH:31]=2)[CH:23]=[CH:24][CH:25]=[C:20]([CH2:19][N:16]2[CH:11]([C:4]3[C:5]([O:9][CH3:10])=[CH:6][CH:7]=[CH:8][C:3]=3[O:2][CH3:1])[CH2:12][CH2:13][CH2:14][C:15]2=[O:17])[CH:21]=1.